Dataset: the Open Reaction Database (ORD), a public repository of structured organic reaction records. Task: describe an organic reaction: reactants, conditions, products, and yield The reactants are ClC(=CS(=O)(=O)C=1C=C2C(CCC(C2=CC1C)(C)C)(C)C)Cl (6-(2,2-dichlorovinylsulphonyl)-1,1,4,4,7-pentamethyl-1,2,3,4-tetrahydronaphthalene), C(CCC)[Li].CCCCCC (n-butyllithium hexane), alkyne. Run in C1CCOC1 (THF). The product is C(#C)S(=O)(=O)C=1C=C2C(CCC(C2=CC1C)(C)C)(C)C (6-Ethynylsulphonyl-1,1,4,4,7-pentamethyl-1,2,3,4-tetrahydronaphthalene). Reaction SMILES: Cl[C:2](Cl)=[CH:3][S:4]([C:7]1[CH:8]=[C:9]2[C:14](=[CH:15][C:16]=1[CH3:17])[C:13]([CH3:19])([CH3:18])[CH2:12][CH2:11][C:10]2([CH3:21])[CH3:20])(=[O:6])=[O:5].C([Li])CCC.CCCCCC>C1COCC1>[C:3]([S:4]([C:7]1[CH:8]=[C:9]2[C:14](=[CH:15][C:16]=1[CH3:17])[C:13]([CH3:19])([CH3:18])[CH2:12][CH2:11][C:10]2([CH3:21])[CH3:20])(=[O:6])=[O:5])#[CH:2] |f:1.2|. Procedure: In a manner similar to that of Example 5(b), by reaction at −78° C. of 6-(2,2-dichlorovinylsulphonyl)-1,1,4,4,7-pentamethyl-1,2,3,4-tetrahydronaphthalene (8 g, 24.3 mmol) in 200 ml of THF with 2.5 M n-butyllithium/hexane (21.4 ml, 53.5 mmol), 2.08 g (33%) of the expected alkyne are obtained in the form of a yellow solid. Starting materials: F (hydrogen fluoride), BrN1C(CCC1=O)=O (N-bromosuccinimide), [N+](=[N-])=C(C(=O)OC)CCC(=O)OC (dimethyl 2-diazopentane-1,5-dioate), 0C. Run in N1=CC=CC=C1 (pyridine), CCOCC (ether), CCOCC (ether). Run at temperature 0 celsius, time 30 minute. Yields the product BrC(C(=O)OC)(CCC(=O)OC)F (dimethyl 2-bromo-2-fluoropentane-1,5-dioate). RXN SMILES: [FH:1].[Br:2]N1C(=O)CCC1=O.[N+](=[C:12]([CH2:17][CH2:18][C:19]([O:21][CH3:22])=[O:20])[C:13]([O:15][CH3:16])=[O:14])=[N-]>N1C=CC=CC=1.CCOCC>[Br:2][C:12]([F:1])([CH2:17][CH2:18][C:19]([O:21][CH3:22])=[O:20])[C:13]([O:15][CH3:16])=[O:14]. Reported procedure: To a cold solution of 5 mL of 70% hydrogen fluoride in pyridine and 1.2 g (6.7 mmol) N-bromosuccinimide in 10 mL of ether is added a solution of dimethyl 2-diazopentane-1,5-dioate (1.1 g, 5.9 mmol) in ether (10 mL) at 0C. The mixture is stirred at 0° C. for 30 minutes The solution is washed with water (20 mL), brine (20 mL) and dried over sodium sulfate. The solvent is removed in vacuo to yield dimethyl 2-bromo-2-fluoropentane-1,5-dioate which can be further purified by column chromatography. RXN SMILES: [CH3:1][C:2]1[CH:11]=[CH:10][C:9]2[C:4](=[CH:5][CH:6]=[CH:7][C:8]=2[N:12]2[CH2:17][CH2:16][N:15]([CH2:18][CH2:19][C:20]3[CH:21]=[C:22]([CH:24]=[CH:25][CH:26]=3)[NH2:23])[CH2:14][CH2:13]2)[N:3]=1.[CH3:27][C:28]1[C:32]([C:33](O)=[O:34])=[C:31]([CH3:36])[O:30][N:29]=1>>[CH3:27][C:28]1[C:32]([C:33]([NH:23][C:22]2[CH:24]=[CH:25][CH:26]=[C:20]([CH2:19][CH2:18][N:15]3[CH2:14][CH2:13][N:12]([C:8]4[CH:7]=[CH:6][CH:5]=[C:4]5[C:9]=4[CH:10]=[CH:11][C:2]([CH3:1])=[N:3]5)[CH2:17][CH2:16]3)[CH:21]=2)=[O:34])=[C:31]([CH3:36])[O:30][N:29]=1. Product: CC1=NOC(=C1C(=O)NC1=CC(=CC=C1)CCN1CCN(CC1)C1=C2C=CC(=NC2=CC=C1)C)C (3,5-Dimethyl-N-(3-{2-[4-(2-methyl-5-quinolinyl)-1-piperazinyl]ethyl}phenyl)-4-isoxazolecarboxamide). Isolated yield 56.0%. Procedure details: The title compound was prepared in 56% yield according to the general procedure for the preparation of the amides (Method C) starting from 3-{2-[4-(2-methyl-5-quinolinyl)-1-piperazinyl]ethyl}aniline (D6) and 3,5-dimethyl-4-isoxazolecarboxylic acid. Reactants: amides, CC1=NC2=CC=CC(=C2C=C1)N1CCN(CC1)CCC=1C=C(N)C=CC1 (3-{2-[4-(2-Methyl-5-quinolinyl)-1-piperazinyl]ethyl}aniline), CC1=NOC(=C1C(=O)O)C (3,5-dimethyl-4-isoxazolecarboxylic acid). Reactants: Cl (HCl), [OH-].[Na+] (NaOH), C(C)N(CCCO)CC (3-diethylaminopropan-1-ol), NC=1C=C(CN2C(SCC(=N2)C2=CC=C(C=C2)Cl)=O)C=CC1 (3-(3-aminobenzyl)-5-(4-chlorophenyl)-3,6-dihydro-1,3,4-thiadiazin-2-one), isopropylidene chloroformate, C(C)(C)N(CC)C(C)C (diisopropylethylamine). RXN SMILES: N[C:2]1[CH:3]=[C:4](C=CC=1)[CH2:5][N:6]1[N:11]=[C:10]([C:12]2[CH:17]=[CH:16][C:15]([Cl:18])=[CH:14][CH:13]=2)[CH2:9][S:8][C:7]1=[O:19].C([N:26]([CH:29]([CH3:31])[CH3:30])[CH2:27]C)(C)C.[CH2:32]([N:34]([CH2:39][CH3:40])[CH2:35][CH2:36][CH2:37][OH:38])[CH3:33].Cl.[OH-:42].[Na+]>C1COCC1.ClCCl>[CH2:32]([N:34]([CH2:39][CH3:40])[CH2:35][CH2:36][CH2:37][O:38][C:27](=[O:42])[NH:26][C:29]1[CH:30]=[CH:2][CH:3]=[C:4]([CH2:5][N:6]2[N:11]=[C:10]([C:12]3[CH:17]=[CH:16][C:15]([Cl:18])=[CH:14][CH:13]=3)[CH2:9][S:8][C:7]2=[O:19])[CH:31]=1)[CH3:33] |f:4.5|. The product is C(C)N(CCCOC(NC1=CC(=CC=C1)CN1C(SCC(=N1)C1=CC=C(C=C1)Cl)=O)=O)CC (3-diethylaminopropyl{3-[5-(4-chlorophenyl)-2-oxo-6H-1,3,4-thiadiazin-3-ylmethyl]phenyl}carbamate). Reported procedure: 199 mg (0.6 mmol) of 3-(3-aminobenzyl)-5-(4-chlorophenyl)-3,6-dihydro-1,3,4-thiadiazin-2-one are dissolved in 4 ml of THF in an 8 ml multi-stirrer vessel, 107 μl of diisopropylethylamine are added, the mixture is cooled in an ice/water bath, 78 μl of isopropylidene chloroformate are added dropwise, and the mixture is subsequently stirred at 70° C. for 1 h. The mixture is subsequently cooled to room temperature, and 107 μl (0.72 mmol) of 3-diethylaminopropan-1-ol is added, and the mixture is refl... Run at temperature 70 celsius, time 1 hour. Run in ClCCl (dichloromethane), C1CCOC1 (THF).